Dataset: the Open Reaction Database (ORD), a public repository of structured organic reaction records. Task: describe an organic reaction: reactants, conditions, products, and yield Reactants: ClC=1C=CC(=C(C1)C=1OCC(N1)(C)C)C1=C(C=CC=C1)C (2-(5-chloro-2-o-tolylphenyl)-4,4-dimethyl-2-oxazoline), Cl (hydrochloric acid), O1CCOCC1 (p-dioxane). The product is ClC=1C=C(C(=O)O)C(=CC1)C1=C(C=CC=C1)C (3-chloro-6-o-tolylbenzoic acid). As a reaction SMILES: [Cl:1][C:2]1[CH:3]=[CH:4][C:5]([C:15]2[CH:20]=[CH:19][CH:18]=[CH:17][C:16]=2[CH3:21])=[C:6]([C:8]2[O:9]CC(C)(C)N=2)[CH:7]=1.Cl.[O:23]1CCOCC1>>[Cl:1][C:2]1[CH:7]=[C:6]([C:5]([C:15]2[CH:20]=[CH:19][CH:18]=[CH:17][C:16]=2[CH3:21])=[CH:4][CH:3]=1)[C:8]([OH:9])=[O:23]. Procedure details: The starting material is prepared as follows: The mixture of 17 g of 2-(5-chloro-2-o-tolylphenyl)-4,4-dimethyl-2-oxazoline (prepared as shown in Example 2), 150 ml of p-dioxane, and 160 ml of 5 N aqueous hydrochloric acid is refluxed for 3 days while stirring. It is evaporated, the residue taken up in diethyl ether, the organic phase separated, dried, evaporated and the residue crystallized from hexane to yield the 3-chloro-6-o-tolylbenzoic acid melting at 135°-137°. Reactants: O=C(n1ccnc1)n1ccnc1, CCN(C(C)C)C(C)C, Clc1ccccc1N1CCNCC1, Cl, NCc1cccc(CN(Cc2ccc(C(F)(F)F)cc2)S(=O)(=O)c2cc(Cl)cc(Cl)c2O)c1, CN(C)C=O. The product is O=C(NCc1cccc(CN(Cc2ccc(C(F)(F)F)cc2)S(=O)(=O)c2cc(Cl)cc(Cl)c2O)c1)N1CCN(c2ccccc2Cl)CC1. As a reaction SMILES: [C:43](=[O:44])([n:45]1[cH:46][cH:47][n:48][cH:49]1)[n:50]1[cH:51][cH:52][n:53][cH:54]1.[CH:34]([N:35]([CH2:36][CH3:37])[CH:38]([CH3:39])[CH3:40])([CH3:41])[CH3:42].[Cl:56][c:57]1[c:58]([N:63]2[CH2:64][CH2:65][NH:66][CH2:67][CH2:68]2)[cH:59][cH:60][cH:61][cH:62]1.[ClH:55].[NH2:1][CH2:2][c:3]1[cH:4][c:5]([CH2:6][N:7]([S:8](=[O:9])(=[O:10])[c:11]2[c:12]([OH:19])[c:13]([Cl:18])[cH:14][c:15]([Cl:17])[cH:16]2)[CH2:20][c:21]2[cH:22][cH:23][c:24]([C:27]([F:28])([F:29])[F:30])[cH:25][cH:26]2)[cH:31][cH:32][cH:33]1.[O:69]=[CH:70][N:71]([CH3:72])[CH3:73]>>[NH:1]([CH2:2][c:3]1[cH:4][c:5]([CH2:6][N:7]([S:8](=[O:9])(=[O:10])[c:11]2[c:12]([OH:19])[c:13]([Cl:18])[cH:14][c:15]([Cl:17])[cH:16]2)[CH2:20][c:21]2[cH:22][cH:23][c:24]([C:27]([F:28])([F:29])[F:30])[cH:25][cH:26]2)[cH:31][cH:32][cH:33]1)[C:43](=[O:44])[N:66]1[CH2:65][CH2:64][N:63]([c:58]2[c:57]([Cl:56])[cH:62][cH:61][cH:60][cH:59]2)[CH2:68][CH2:67]1. The reactants are N#CCCCBr, O=C([O-])[O-], COc1ncccc1CN1CCC(CCc2ccc[nH]c2=O)CC1, CCOC(C)=O, CN(C)C=O, [K+], [K+]. Yields the product COc1ncccc1CN1CCC(CCc2cccnc2OCCCC#N)CC1. RXN SMILES: [Br:25][CH2:26][CH2:27][CH2:28][C:29]#[N:30].[C:31](=[O:32])([O-:33])[O-:34].[CH3:1][O:2][c:3]1[n:4][cH:5][cH:6][cH:7][c:8]1[CH2:9][N:10]1[CH2:11][CH2:12][CH:13]([CH2:16][CH2:17][c:18]2[c:19](=[O:24])[nH:20][cH:21][cH:22][cH:23]2)[CH2:14][CH2:15]1.[CH3:37][CH2:38][O:39][C:40](=[O:41])[CH3:42].[CH3:43][N:44]([CH3:45])[CH:46]=[O:47].[K+:35].[K+:36]>>[CH3:1][O:2][c:3]1[n:4][cH:5][cH:6][cH:7][c:8]1[CH2:9][N:10]1[CH2:11][CH2:12][CH:13]([CH2:16][CH2:17][c:18]2[c:19]([O:24][CH2:26][CH2:27][CH2:28][C:29]#[N:30])[n:20][cH:21][cH:22][cH:23]2)[CH2:14][CH2:15]1. The reactants are S1C(=NC2=C1C=CC=C2)NC(N(CCC(C2=CC=CC=C2)C2=CC=CC=C2)[C@@H]2C[C@H](CC2)C(=O)OC)=O ((1S,3S)-methyl 3-(3-(benzo[d]thiazol-2-yl)-1-(3,3-diphenylpropyl)ureido)cyclopentanecarboxylate), O.[OH-].[Li+] (lithium hydroxide hydrate). Run in CO.O (MeOH H2O). Run at temperature 55 celsius, time 8 hour. Yields the product S1C(=NC2=C1C=CC=C2)NC(N(CCC(C2=CC=CC=C2)C2=CC=CC=C2)[C@@H]2C[C@H](CC2)C(=O)O)=O ((1S,3S)-3-(3-(benzo[d]thiazol-2-yl)-1-(3,3-diphenylpropyl)ureido)cyclopentanecarboxylic acid), solid. As a reaction SMILES: [S:1]1[C:5]2[CH:6]=[CH:7][CH:8]=[CH:9][C:4]=2[N:3]=[C:2]1[NH:10][C:11](=[O:37])[N:12]([C@H:28]1[CH2:32][CH2:31][C@H:30]([C:33]([O:35]C)=[O:34])[CH2:29]1)[CH2:13][CH2:14][CH:15]([C:22]1[CH:27]=[CH:26][CH:25]=[CH:24][CH:23]=1)[C:16]1[CH:21]=[CH:20][CH:19]=[CH:18][CH:17]=1.O.[OH-].[Li+]>CO.O>[S:1]1[C:5]2[CH:6]=[CH:7][CH:8]=[CH:9][C:4]=2[N:3]=[C:2]1[NH:10][C:11](=[O:37])[N:12]([C@H:28]1[CH2:32][CH2:31][C@H:30]([C:33]([OH:35])=[O:34])[CH2:29]1)[CH2:13][CH2:14][CH:15]([C:16]1[CH:17]=[CH:18][CH:19]=[CH:20][CH:21]=1)[C:22]1[CH:27]=[CH:26][CH:25]=[CH:24][CH:23]=1 |f:1.2.3,4.5|. Procedure details: To a solution of (1S,3S)-methyl 3-(3-(benzo[d]thiazol-2-yl)-1-(3,3-diphenylpropyl)ureido)cyclopentanecarboxylate 42 (303 mg, 589 μmol) in 8:1 MeOH/H2O (18 ml) was added lithium hydroxide hydrate (49.5 mg, 1180 μmol). The reaction mixture was stirred for overnight at 55° C. Volatiles were removed by concentration under reduced pressure. The leftover residue was treated with 10 mL water and 10 mL of aqueous 10% HCl. A precipitate formed upon addition of the acid. After standing for 10 min the prec... Procedure details: Intermediate 117 was prepared from Intermediate 116 using standard phthalamide deprotection conditions analogous to the conditions used to prepare Intermediate 77. Yields the product NC1CCC(CC1)(C(=O)OCC)\C=C\C ((E)-Ethyl 4-amino-1-(prop-1-enyl)cyclohexane carboxylate). Starting materials: C(C)OC(=O)C1(CCC(CC1)N1C(C2=CC=CC=C2C1=O)=O)\C=C\C (4-(1,3-Dioxo-1,3-dihydro-isoindol-2-yl)-1-((E)-propenyl)-cyclohexanecarboxylic acid ethyl ester), C(C=1C(C(=O)N)=CC=CC1)(=O)N (phthalamide), NC1CCC(CC1)(C(=O)N[C@H](C)C1=CC=C(C=C1)F)C ((R)-4-Amino-N-(1-(4-fluorophenyl)ethyl)-1-methylcyclohexanecarboxamide). RXN SMILES: [CH2:1]([O:3][C:4]([C:6]1(/[CH:23]=[CH:24]/[CH3:25])[CH2:11][CH2:10][CH:9]([N:12]2C(=O)C3C(=CC=CC=3)C2=O)[CH2:8][CH2:7]1)=[O:5])[CH3:2].C(N)(=O)C1C(=CC=CC=1)C(N)=O.NC1CCC(C)(C(N[C@@H](C2C=CC(F)=CC=2)C)=O)CC1>>[NH2:12][CH:9]1[CH2:8][CH2:7][C:6](/[CH:23]=[CH:24]/[CH3:25])([C:4]([O:3][CH2:1][CH3:2])=[O:5])[CH2:11][CH2:10]1. The reactants are Cl (hydrochloric acid), COC1=NC(=NC(=C1)OC)N(C([O-])=O)C1=CC=CC=C1 (N-(4,6-dimethoxypyrimidin-2-yl)phenylcarbamate), N12CCCCCC2=NCCC1 (1,8-diazabicyclo[5.4.0]undec-7-ene), BrC=1C=C(C2=C(C=CS(O2)(=O)=O)C1)S(N)(=O)=O (6-bromo-8-sulfamoyl-2,2-dioxo-1,2-benzoxathiine). The solvent is C(C)#N (acetonitrile), O (water). Run at time 2 hour. Product: BrC=1C=C(C2=C(C=CS(O2)(=O)=O)C1)S(=O)(=O)NC(=O)NC1=NC(=CC(=N1)OC)OC (N-(6-bromo-2,2-dioxo-1,2-benzoxathiin-8-ylsulfonyl)-N'-(4,6-dimethoxypyrimidin-2-yl)urea). Yield: 65.3%. Reaction SMILES: [Br:1][C:2]1[CH:3]=[C:4]([S:14](=[O:17])(=[O:16])[NH2:15])[C:5]2[O:10][S:9](=[O:12])(=[O:11])[CH:8]=[CH:7][C:6]=2[CH:13]=1.[CH3:18][O:19][C:20]1[CH:25]=[C:24]([O:26][CH3:27])[N:23]=[C:22]([N:28](C2C=CC=CC=2)[C:29](=O)[O-:30])[N:21]=1.N12CCCN=C1CCCCC2.Cl>C(#N)C.O>[Br:1][C:2]1[CH:3]=[C:4]([S:14]([NH:15][C:29]([NH:28][C:22]2[N:21]=[C:20]([O:19][CH3:18])[CH:25]=[C:24]([O:26][CH3:27])[N:23]=2)=[O:30])(=[O:17])=[O:16])[C:5]2[O:10][S:9](=[O:12])(=[O:11])[CH:8]=[CH:7][C:6]=2[CH:13]=1. Procedure details: 0.3 g of 6-bromo-8-sulfamoyl-2,2-dioxo-1,2-benzoxathiine are dissolved in 10 ml of acetonitrile. To this solution are added 0.25 g of N-(4,6-dimethoxypyrimidin-2-yl)phenylcarbamate and 0.15 g of 1,8-diazabicyclo[5.4.0]undec-7-ene and the mixture is stirred for 2 hours at 20°-25° C. The mixture is then acidified with 5% hydrochloric acid and diluted with water. The precipitated oil is extracted with ethyl acetate and the combined organic phases are washed with water, dried and concentrated. The o...